This data is from the Open Reaction Database (ORD), a public repository of structured organic reaction records. The task is: describe an organic reaction: reactants, conditions, products, and yield Starting materials: COc1cccc2c1C(=O)c1c(O)c3c(c(O)c1C2=O)CC(O)(C(=O)CO)CC3OC1CC(N)C(O)C(C)O1, Cl, OCC1OC(OC2C(CO)OC(O)C(O)C2O)C(O)C(O)C1O. Yields the product COc1cccc2c1C(=O)c1c(O)c3c(c(O)c1C2=O)CC(O)(C(=O)CO)CC3OC1CC(N)C(O)C(C)O1, C=O. RXN SMILES: [CH3:1][O:2][c:3]1[cH:4][cH:5][cH:6][c:7]2[c:35]1[C:33](=[O:34])[c:32]1[c:10]([c:11]([OH:12])[c:13]3[c:29]([c:30]1[OH:31])[CH:18]([O:19][CH:20]1[CH2:21][CH:22]([NH2:23])[CH:24]([OH:25])[CH:26]([CH3:27])[O:28]1)[CH2:17][C:15]([OH:16])([C:36](=[O:37])[CH2:38][OH:39])[CH2:14]3)[C:8]2=[O:9].[ClH:40].[OH:41][CH2:42][CH:43]1[CH:44]([OH:45])[CH:46]([OH:47])[CH:48]([OH:49])[CH:50]([O:51][CH:52]2[CH:53]([OH:54])[CH:55]([OH:56])[CH:57]([OH:58])[O:59][CH:60]2[CH2:61][OH:62])[O:63]1>>[CH3:1][O:2][c:3]1[cH:4][cH:5][cH:6][c:7]2[c:35]1[C:33](=[O:34])[c:32]1[c:10]([c:11]([OH:12])[c:13]3[c:29]([c:30]1[OH:31])[CH:18]([O:19][CH:20]1[CH2:21][CH:22]([NH2:23])[CH:24]([OH:25])[CH:26]([CH3:27])[O:28]1)[CH2:17][C:15]([OH:16])([C:36](=[O:37])[CH2:38][OH:39])[CH2:14]3)[C:8]2=[O:9].[O:41]=[CH2:42]. The reactants are O=C([O-])[O-], CC(=O)Oc1ccc(O)c(C)c1C, CCC(C)=O, ClCC1CO1, [K+], [K+]. Product: CC(=O)Oc1ccc(OCC2CO2)c(C)c1C. RXN SMILES: [C:19](=[O:20])([O-:21])[O-:22].[C:1]([CH3:2])(=[O:3])[O:4][c:5]1[c:6]([CH3:13])[c:7]([CH3:12])[c:8]([OH:11])[cH:9][cH:10]1.[CH2:25]([C:26]([CH3:27])=[O:28])[CH3:29].[Cl:14][CH2:15][CH:16]1[O:17][CH2:18]1.[K+:23].[K+:24]>>[C:1]([CH3:2])(=[O:3])[O:4][c:5]1[c:6]([CH3:13])[c:7]([CH3:12])[c:8]([O:11][CH2:15][CH:16]2[O:17][CH2:18]2)[cH:9][cH:10]1.